Dataset: the Open Reaction Database (ORD), a public repository of structured organic reaction records. Task: describe an organic reaction: reactants, conditions, products, and yield The reactants are CCN1CCc2[nH]c3ccc(C)cc3c2C1, C=Cc1ccc(C)nc1, CS(C)=O, [H-], [Na+]. Product: CCN1CCc2c(c3cc(C)ccc3n2CCc2ccc(C)nc2)C1. As a reaction SMILES: [CH2:1]([CH3:2])[N:3]1[CH2:4][c:5]2[c:6]([nH:7][c:8]3[cH:9][cH:10][c:11]([CH3:14])[cH:12][c:13]23)[CH2:15][CH2:16]1.[CH3:17][c:18]1[n:19][cH:20][c:21]([CH:24]=[CH2:25])[cH:22][cH:23]1.[CH3:28][S:29]([CH3:30])=[O:31].[H-:27].[Na+:26]>>[CH2:1]([CH3:2])[N:3]1[CH2:4][c:5]2[c:6]([n:7]([CH2:25][CH2:24][c:21]3[cH:20][n:19][c:18]([CH3:17])[cH:23][cH:22]3)[c:8]3[cH:9][cH:10][c:11]([CH3:14])[cH:12][c:13]23)[CH2:15][CH2:16]1. Starting materials: C#C[Si](C)(C)C, CO, Nc1ccc(Oc2ccnc(Cl)c2)cc1F, [Cu]I, [K+], [K+], O=C([O-])[O-], CN(C)C=O, O. The product is C#Cc1cc(Oc2ccc(N)c(F)c2)ccn1. As a reaction SMILES: [C:17](#[CH:18])[Si:19]([CH3:20])([CH3:21])[CH3:22].[CH3:35][OH:36].[Cl:1][c:2]1[n:3][cH:4][cH:5][c:6]([O:8][c:9]2[cH:10][c:11]([F:16])[c:12]([NH2:13])[cH:14][cH:15]2)[cH:7]1.[Cu:37][I:38].[K+:24].[K+:25].[O-:26][C:27]([O-:28])=[O:29].[O:30]=[CH:31][N:32]([CH3:33])[CH3:34].[OH2:23]>>[c:2]1([C:17]#[CH:18])[n:3][cH:4][cH:5][c:6]([O:8][c:9]2[cH:10][c:11]([F:16])[c:12]([NH2:13])[cH:14][cH:15]2)[cH:7]1. Starting materials: COC(=O)C=1CN(CCC1)CCOC=C(C1=C(C=CC=C1)C)C1=CC(=CC=C1)OC (1-(2-((2-(3-Methoxyphenyl)-2-(2-methylphenyl)ethenyl)oxy)ethyl)-1,2,5,6-tetrahydro-3-pyridinecarboxylic acid methyl ester), ClCCl (Dichloromethane), Cl (hydrochloric acid), [OH-].[Na+] (sodium hydroxide), ice, Cl (hydrochloric acid). Solvent: O (Water), C(C)O (ethanol). Run at time 4 hour. Product: Cl.COC=1C=C(C=CC1)C(=COCCN1CC(=CCC1)C(=O)O)C1=C(C=CC=C1)C (1-(2-((2-(3-Methoxyphenyl)-2-(2-methylphenyl)ethenyl)oxy)ethyl)-1,2,5,6-tetrahydro-3-pyridinecarboxylic acid hydrochloride). Isolated yield 52.0%. RXN SMILES: C[O:2][C:3]([C:5]1[CH2:6][N:7]([CH2:11][CH2:12][O:13][CH:14]=[C:15]([C:23]2[CH:28]=[CH:27][CH:26]=[C:25]([O:29][CH3:30])[CH:24]=2)[C:16]2[CH:21]=[CH:20][CH:19]=[CH:18][C:17]=2[CH3:22])[CH2:8][CH2:9][CH:10]=1)=[O:4].[OH-].[Na+].Cl.[Cl:34]CCl>C(O)C.O>[ClH:34].[CH3:30][O:29][C:25]1[CH:24]=[C:23]([C:15]([C:16]2[CH:21]=[CH:20][CH:19]=[CH:18][C:17]=2[CH3:22])=[CH:14][O:13][CH2:12][CH2:11][N:7]2[CH2:8][CH2:9][CH:10]=[C:5]([C:3]([OH:4])=[O:2])[CH2:6]2)[CH:28]=[CH:27][CH:26]=1 |f:1.2,7.8|. Reported procedure: 1-(2-((2-(3-Methoxyphenyl)-2-(2-methylphenyl)ethenyl)oxy)ethyl)-1,2,5,6-tetrahydro-3-pyridinecarboxylic acid methyl ester (1.15 g, 0.0027 mol, prepared similarly to the method described in Example 70) was dissolved in ethanol (15 ml) and 12 N sodium hydroxide solution (0.5 ml) was introduced. After stirring the solution at room temperature for 4 h, ice (30 g) was added, and pH of the reaction mixture was adjusted to ca. 7 with 37% hydrochloric acid solution. Dichloromethane (200 ml) was added, a... The reactants are CC(CCCCO)C=C (5-methyl-6-hepten-1-ol), P(O)(O)(O)=O (phosphoric acid). Procedure: 1.8 grams of 5-methyl-6-hepten-1-ol (containing 5.4 percent 5-methyl-5-hepten-1-ol and 2.4 percent impurities) was reacted with 18 cc of 85 percent phosphoric acid at room temperature for 3.5 hours. Then the solution was worked up using the procedure of Example II. The v.p.c. showed the following to be present: Yields the product C(C)C1(OCCCC1)C (2-ethyl-2-methyltetrahydropyran). RXN SMILES: [CH3:1][CH:2]([CH:8]=[CH2:9])[CH2:3][CH2:4][CH2:5][CH2:6][OH:7].P(=O)(O)(O)O>>[CH2:8]([C:2]1([CH3:1])[CH2:3][CH2:4][CH2:5][CH2:6][O:7]1)[CH3:9]. Product: CC1=C(C=CC=C1)S(=O)(=O)NC1=C(C2=C(S1)CCCC2)C(=O)OCC (Ethyl 2-(2-methylbenzenesulphonylamino)-4,5,6,7-tetrahydrobenzo[b]thiophen-3-carboxylate). Reported procedure: Prepared by proceeding in a similar manner to Intermediate 1, starting from ethyl 2-amino-4,5,6,7-tetrahydrobenzo[b]thiophene-3-carboxylate and 2-methylbenzene-sulphonyl chloride. Starting materials: C1(=CC=CC=C1)S(=O)(=O)NC1=C(C2=C(S1)CCCC2)C(=O)OCC (ethyl 2-benzenesulphonylamino-4,5,6,7-tetrahydro-benzo[b]thiophene-3-carboxylate), NC1=C(C2=C(S1)CCCC2)C(=O)OCC (ethyl 2-amino-4,5,6,7-tetrahydrobenzo[b]thiophene-3-carboxylate), CC1=C(C=CC=C1)S(=O)(=O)Cl (2-methylbenzene-sulphonyl chloride). Reaction SMILES: [C:1]1([S:7]([NH:10][C:11]2[S:15][C:14]3[CH2:16][CH2:17][CH2:18][CH2:19][C:13]=3[C:12]=2[C:20]([O:22][CH2:23][CH3:24])=[O:21])(=[O:9])=[O:8])[CH:6]=[CH:5][CH:4]=[CH:3][CH:2]=1.N[C:26]1SC2CCCCC=2C=1C(OCC)=O.CC1C=CC=CC=1S(Cl)(=O)=O>>[CH3:26][C:6]1[CH:5]=[CH:4][CH:3]=[CH:2][C:1]=1[S:7]([NH:10][C:11]1[S:15][C:14]2[CH2:16][CH2:17][CH2:18][CH2:19][C:13]=2[C:12]=1[C:20]([O:22][CH2:23][CH3:24])=[O:21])(=[O:9])=[O:8]. Starting materials: [BH3-]C#N, O=C([O-])[O-], ClCCl, CCCC[N+](CCCC)(CCCC)CCCC, CS(=O)(=O)c1ccc(N2CC=C(N3CCCC3)CC2)cc1, Cl, [Na+], [Na+]. The product is CS(=O)(=O)c1ccc(N2CCC(N3CCCC3)CC2)cc1. As a reaction SMILES: [C:26]([BH3-:27])#[N:28].[C:46](=[O:47])([O-:48])[O-:49].[CH2:23]([Cl:24])[Cl:25].[CH2:29]([N+:30]([CH2:31][CH2:32][CH2:33][CH3:34])([CH2:35][CH2:36][CH2:37][CH3:38])[CH2:39][CH2:40][CH2:41][CH3:42])[CH2:43][CH2:44][CH3:45].[CH3:1][S:2](=[O:3])(=[O:4])[c:5]1[cH:6][cH:7][c:8]([N:11]2[CH2:12][CH2:13][C:14]([N:17]3[CH2:18][CH2:19][CH2:20][CH2:21]3)=[CH:15][CH2:16]2)[cH:9][cH:10]1.[ClH:22].[Na+:50].[Na+:51]>>[CH3:1][S:2](=[O:3])(=[O:4])[c:5]1[cH:6][cH:7][c:8]([N:11]2[CH2:12][CH2:13][CH:14]([N:17]3[CH2:18][CH2:19][CH2:20][CH2:21]3)[CH2:15][CH2:16]2)[cH:9][cH:10]1. Reactants: CS(=O)(=O)C1=CC=C(C=C1)C=1C=C2C(=CN1)OC(C2)C2CCNCC2 (5-(4-methanesulfonyl-phenyl)-2-piperidin-4-yl-2,3-dihydro-furo[2,3-c]pyridine), ClC1=NC=C(C=N1)CC (2-chloro-5-ethylpyrimidine). The product is C(C)C=1C=NC(=NC1)N1CCC(CC1)C1CC=2C(=CN=C(C2)C2=CC=C(C=C2)S(=O)(=O)C)O1 (2-[1-(5-Ethyl-pyrimidin-2-yl)-piperidin-4-yl]-5-(4-methanesulfonyl-phenyl)-2,3-dihydro-furo[2,3-c]pyridine). RXN SMILES: [CH3:1][S:2]([C:5]1[CH:10]=[CH:9][C:8]([C:11]2[CH:12]=[C:13]3[CH2:19][CH:18]([CH:20]4[CH2:25][CH2:24][NH:23][CH2:22][CH2:21]4)[O:17][C:14]3=[CH:15][N:16]=2)=[CH:7][CH:6]=1)(=[O:4])=[O:3].Cl[C:27]1[N:32]=[CH:31][C:30]([CH2:33][CH3:34])=[CH:29][N:28]=1>>[CH2:33]([C:30]1[CH:29]=[N:28][C:27]([N:23]2[CH2:24][CH2:25][CH:20]([CH:18]3[O:17][C:14]4=[CH:15][N:16]=[C:11]([C:8]5[CH:9]=[CH:10][C:5]([S:2]([CH3:1])(=[O:3])=[O:4])=[CH:6][CH:7]=5)[CH:12]=[C:13]4[CH2:19]3)[CH2:21][CH2:22]2)=[N:32][CH:31]=1)[CH3:34]. Procedure details: The title compound is prepared from 5-(4-methanesulfonyl-phenyl)-2-piperidin-4-yl-2,3-dihydro-furo[2,3-c]pyridine and 2-chloro-5-ethylpyrimidine following a procedure analogous to that described in Example 1. LC (method 5): tR=1.14 min; Mass spectrum (ESI+): m/z=465 [M+H]+.